Dataset: the Open Reaction Database (ORD), a public repository of structured organic reaction records. Task: describe an organic reaction: reactants, conditions, products, and yield The reactants are CC[O-], CCO, CCOC=O, Cl, [Na+], Cc1nn(C)c(Cl)c1C(=O)Nc1cccc(C(=O)c2ccc3c(c2)NC(=O)C3)c1. RXN SMILES: [CH3:36][CH2:37][O-:38].[CH3:40][CH2:41][OH:42].[CH:30](=[O:31])[O:32][CH2:33][CH3:34].[ClH:39].[Na+:35].[O:1]=[C:2]1[NH:3][c:4]2[cH:5][c:6]([C:11](=[O:12])[c:13]3[cH:14][c:15]([NH:19][C:20](=[O:21])[c:22]4[c:23]([CH3:29])[n:24][n:25]([CH3:28])[c:26]4[Cl:27])[cH:16][cH:17][cH:18]3)[cH:7][cH:8][c:9]2[CH2:10]1>>[O:1]=[C:2]1[NH:3][c:4]2[cH:5][c:6]([C:11](=[O:12])[c:13]3[cH:14][c:15]([NH:19][C:20](=[O:21])[c:22]4[c:23]([CH3:29])[n:24][n:25]([CH3:28])[c:26]4[Cl:27])[cH:16][cH:17][cH:18]3)[cH:7][cH:8][c:9]2[C:10]1=[CH:30][OH:31]. Yields the product Cc1nn(C)c(Cl)c1C(=O)Nc1cccc(C(=O)c2ccc3c(c2)NC(=O)C3=CO)c1. The reactants are [NH4+].[Cl-] (NH4Cl), [Li+].C[Si](C)(C)[N-][Si](C)(C)C (LHMDS), C(C)(=O)OCC1=NC=CC(=N1)OC=1C(=C2C=C(NC2=CC1)C)F ((4-(4-fluoro-2-methyl-1H-indol-5-yloxy)pyrimidin-2-yl)methyl acetate), N(=C=O)C1=CC(=CC=C1)C(F)(F)F (1-isocyanato-3-(trifluoromethyl)benzene). The solvent is O (water), C1CCOC1 (THF). The product is FC1=C2C=C(N(C2=CC=C1OC1=NC(=NC=C1)COC(C)=O)C(NC1=CC(=CC=C1)C(F)(F)F)=O)C (acetic acid 4-[4-fluoro-2-methyl-1-(3-trifluoromethyl-phenylcarbamoyl)-1H-indol-5-yloxy]-pyrimidin-2-ylmethyl ester). RXN SMILES: [Li+].C[Si]([N-][Si](C)(C)C)(C)C.[C:11]([O:14][CH2:15][C:16]1[N:21]=[C:20]([O:22][C:23]2[C:24]([F:33])=[C:25]3[C:29](=[CH:30][CH:31]=2)[NH:28][C:27]([CH3:32])=[CH:26]3)[CH:19]=[CH:18][N:17]=1)(=[O:13])[CH3:12].[N:34]([C:37]1[CH:42]=[CH:41][CH:40]=[C:39]([C:43]([F:46])([F:45])[F:44])[CH:38]=1)=[C:35]=[O:36].[NH4+].[Cl-]>C1COCC1.O>[F:33][C:24]1[C:23]([O:22][C:20]2[CH:19]=[CH:18][N:17]=[C:16]([CH2:15][O:14][C:11](=[O:13])[CH3:12])[N:21]=2)=[CH:31][CH:30]=[C:29]2[C:25]=1[CH:26]=[C:27]([CH3:32])[N:28]2[C:35](=[O:36])[NH:34][C:37]1[CH:42]=[CH:41][CH:40]=[C:39]([C:43]([F:44])([F:46])[F:45])[CH:38]=1 |f:0.1,4.5|. Procedure details: LHMDS (1.0 M in THF, 7.68 mL, 7.68 mmol) is added over 1 min to a solution of (4-(4-fluoro-2-methyl-1H-indol-5-yloxy)pyrimidin-2-yl)methyl acetate (1.21 g, 3.84 mmol) and 1-isocyanato-3-(trifluoromethyl)benzene (0.70 mL, 5.08 mmol) in THF (40 mL) at −78° C. for 40 min. Saturated aqueous NH4Cl (100 mL) and water (20 mL) are added and the mixture is extracted with EtOAc (3×60 mL). The combined organic layers are washed with brine (30 mL), dried (Na2SO4), and concentrated. The residue is purified b...